Dataset: the Open Reaction Database (ORD), a public repository of structured organic reaction records. Task: describe an organic reaction: reactants, conditions, products, and yield As a reaction SMILES: [CH3:1][C:2]1([CH3:15])[O:3][c:4]2[cH:5][cH:6][c:7]([C:12]([CH3:13])=[O:14])[cH:8][c:9]2[CH2:10][CH2:11]1.[Cl:22][O-:23].[Na+:24].[Na+:26].[O:16]1[CH2:17][CH2:18][O:19][CH2:20][CH2:21]1.[OH-:25].[OH2:27]>>[CH3:1][C:2]1([CH3:15])[O:3][c:4]2[cH:5][cH:6][c:7]([C:12]([OH:14])=[O:16])[cH:8][c:9]2[CH2:10][CH2:11]1. The product is CC1(C)CCc2cc(C(=O)O)ccc2O1. Reactants: CC(=O)c1ccc2c(c1)CCC(C)(C)O2, [O-]Cl, [Na+], [Na+], C1COCCO1, [OH-], O. The reactants are O (water), C(C)OC(=O)C1(CC2=CC=CC=C2C1)NC(=O)C=1C=CC=C2C=CNC12 (2-[(1H-Indole-7-carbonyl)-amino]-indan-2-carboxylic acid ethyl ester), [OH-].[K+] (KOH). The solvent is CCO (EtOH). Run at time 8 hour. Yields the product N1C=CC2=CC=CC(=C12)C(=O)NC1(CC2=CC=CC=C2C1)C(=O)O (2-[(1H-Indole-7-carbonyl)-amino]-indan-2-carboxylic acid), solid. The yield is 92.0%. RXN SMILES: C([O:3][C:4]([C:6]1([NH:15][C:16]([C:18]2[CH:19]=[CH:20][CH:21]=[C:22]3[C:26]=2[NH:25][CH:24]=[CH:23]3)=[O:17])[CH2:14][C:13]2[C:8](=[CH:9][CH:10]=[CH:11][CH:12]=2)[CH2:7]1)=[O:5])C.[OH-].[K+].O>CCO>[NH:25]1[C:26]2[C:22](=[CH:21][CH:20]=[CH:19][C:18]=2[C:16]([NH:15][C:6]2([C:4]([OH:5])=[O:3])[CH2:7][C:8]3[C:13](=[CH:12][CH:11]=[CH:10][CH:9]=3)[CH2:14]2)=[O:17])[CH:23]=[CH:24]1 |f:1.2|. Reported procedure: The mixture of 2-[(1H-indole-7-carbonyl)-amino]-indan-2-carboxylic acid ethyl ester (57) (220 mg, 0.63 mmol) and KOH (600 mg, 10.7 mmol) is dissolved in EtOH (8 mL) and water (1 mL) under a water bath. The water bath is removed when KOH is completely dissolved and the resulting reaction solution is stirred at RT for 8 h. After concentration in vacuo, the residue is dissolved in water (20 mL) and acidified with conc. HCl until no more white precipitate formed. The precipitate is filtered to give ... Reactants: CC=1N=C2N(C=C(C=C2)C=O)C1C=1SC(=C(N1)C1=CC=CC=C1)C1=NN(C=N1)C1OCCCC1 (2-methyl-3-{4-phenyl-5-[1-(tetrahydro-2H-pyran-2-yl)-1H-1,2,4-triazol-3-yl]-1,3-thiazol-2-yl}imidazo[1,2-a]pyridine-6-carbaldehyde), NCCNC(=O)OC(C)(C)C (N-(2-aminoethyl)(tert-butoxy)carboxamide), C(Cl)Cl (Methylene chloride), C(C)(=O)O (Acetic acid), C(C)(=O)O[BH-](OC(C)=O)OC(C)=O.[Na+] (Sodium triacetoxyborohydride), FC(C(=O)O)(F)F (Trifluoroacetic Acid), C(Cl)Cl (Methylene chloride), C(C)(=O)O[BH-](OC(C)=O)OC(C)=O.[Na+] (Sodium triacetoxyborohydride), C(C)(=O)O (Acetic acid), C=O (Paraformaldehyde). Reaction conditions: time 20 minute. Product: CN(CCN)CC=1C=CC=2N(C1)C(=C(N2)C)C=2SC(=C(N2)C2=CC=CC=C2)C2=NN=CN2 (N-methyl-N-({2-methyl-3-[4-phenyl-5-(4H-1,2,4-triazol-3-yl)-1,3-thiazol-2-yl]imidazo[1,2-a]pyridin-6-yl}methyl)ethane-1,2-diamine). Isolated yield 14.1%. Reaction SMILES: [CH3:1][C:2]1[N:3]=[C:4]2[CH:9]=[CH:8][C:7]([CH:10]=O)=[CH:6][N:5]2[C:12]=1[C:13]1[S:14][C:15]([C:24]2[N:28]=[CH:27][N:26](C3CCCCO3)[N:25]=2)=[C:16]([C:18]2[CH:23]=[CH:22][CH:21]=[CH:20][CH:19]=2)[N:17]=1.[NH2:35][CH2:36][CH2:37][NH:38][C:39](OC(C)(C)C)=O.C(Cl)Cl.C(O)(=O)C.C(O[BH-](OC(=O)C)OC(=O)C)(=O)C.[Na+].C=O.FC(F)(F)C(O)=O>>[CH3:39][N:38]([CH2:10][C:7]1[CH:8]=[CH:9][C:4]2[N:5]([C:12]([C:13]3[S:14][C:15]([C:24]4[NH:28][CH:27]=[N:26][N:25]=4)=[C:16]([C:18]4[CH:23]=[CH:22][CH:21]=[CH:20][CH:19]=4)[N:17]=3)=[C:2]([CH3:1])[N:3]=2)[CH:6]=1)[CH2:37][CH2:36][NH2:35] |f:4.5|. Reported procedure: The mixture of 2-methyl-3-{4-phenyl-5-[1-(tetrahydro-2H-pyran-2-yl)-1H-1,2,4-triazol-3-yl]-1,3-thiazol-2-yl}imidazo[1,2-a]pyridine-6-carbaldehyde (0.0300 g, 0.0638 mmol) and N-(2-aminoethyl)(tert-butoxy)carboxamide (15.3 mg, 0.0956 mmol) in dry Methylene chloride (2.0 mL, 31 mmol) and Acetic acid (50 mg, 0.8 mmol) was stirred at r.t. for 20 min, Sodium triacetoxyborohydride (23.3 mg, 0.110 mmol) was added and the mixture was stirred at r.t, for 21 hours. Paraformaldehyde (25 mg, 0.28 mmol) was a... The reactants are B(OC(C)C)(OC(C)C)OC(C)C (triisopropyl borate), CCCCCC (hexane), C(CCC)[Li] (n-butyllithium), BrC=1C=C(C=CC1)C=1C2=CC=CC=C2C=2C=CC=CC2C1 (9-(3-bromophenyl)phenanthrene), Cl (hydrochloric acid). Solvent: C1CCOC1 (THF), ClCCl (dichloromethane). Run at temperature -60 celsius. Yields the product C1=CC=CC=2C3=CC=CC=C3C(=CC12)C=1C=C(C=CC1)B(O)O (3-(9-phenanthrenyl)phenylboronic acid). The yield is 67.0%. RXN SMILES: Br[C:2]1[CH:3]=[C:4]([C:8]2C3C([C:15]4[CH:16]=[CH:17][CH:18]=[CH:19][C:20]=4[CH:21]=2)=CC=CC=3)[CH:5]=[CH:6][CH:7]=1.[CH3:22][CH2:23][CH2:24][CH2:25][CH2:26][CH3:27].C([Li])CCC.[B:33](OC(C)C)([O:38]C(C)C)[O:34]C(C)C.Cl>ClCCl.C1COCC1>[CH:15]1[C:20]2[CH:21]=[C:8]([C:24]3[CH:23]=[C:22]([B:33]([OH:38])[OH:34])[CH:27]=[CH:26][CH:25]=3)[C:4]3[C:3](=[CH:2][CH:7]=[CH:6][CH:5]=3)[C:19]=2[CH:18]=[CH:17][CH:16]=1. Procedure details: Under an argon gas atmosphere, a mixture of 15.45 g (46.4 mmol) of 9-(3-bromophenyl)phenanthrene and 150 mL of dehydrated THF was cooled down to −60 degrees C., and added with 35.9 mL (55.6 mmol) of hexane solution of 1.55M n-butyllithium in drops while being stirred. Then, the reaction mixture was stirred for two hours at −60 degrees C. The reaction solution was added with 26.2 g (139 mol) of triisopropyl borate in drops at −60 degrees C. Subsequently, the reaction mixture was warmed up to room... Reactants: BrC1=NC=CC=C1OCOCC[Si](C)(C)C (2-bromo-3-(β-trimethylsilylethoxymethoxy)pyridine), CCCCC.C(C)(C)(C)[Li] (t-butyl lithium pentane), COCOC=1C(=CC2=CC=CC=C2C1)C(=O)OC (methyl 3-methoxymethoxy-2-naphthoate), O (water). Run in C1CCOC1 (THF), C1CCOC1 (THF). Conditions: time 20 minute. Product: OC=1C(=CC2=CC=CC=C2C1)C(=O)C1=NC=CC=C1O (2-(3-hydroxy-2-naphthoyl)-3-hydroxypyridine). Yield: 54.6%. As a reaction SMILES: Br[C:2]1[C:7]([O:8]COCC[Si](C)(C)C)=[CH:6][CH:5]=[CH:4][N:3]=1.CCCCC.C([Li])(C)(C)C.COC[O:30][C:31]1[C:32]([C:41](OC)=[O:42])=[CH:33][C:34]2[C:39]([CH:40]=1)=[CH:38][CH:37]=[CH:36][CH:35]=2.O>C1COCC1>[OH:30][C:31]1[C:32]([C:41]([C:2]2[C:7]([OH:8])=[CH:6][CH:5]=[CH:4][N:3]=2)=[O:42])=[CH:33][C:34]2[C:39]([CH:40]=1)=[CH:38][CH:37]=[CH:36][CH:35]=2 |f:1.2|. Procedure: To a solution of 2-bromo-3-(β-trimethylsilylethoxymethoxy)pyridine (8.51 g) in THF (150 ml) was added dropwise at -78° C. a 1.7M t-butyl lithium pentane solution (35 ml) under argon atmosphere, then the mixture was stirred for 20 minutes. To the mixture was then added dropwise at -78° C. a solution of methyl 3-methoxymethoxy-2-naphthoate (6.68 g) in THF (50 ml). The mixture was warmed up to room temperature and stirred for 2 hours, to which was added water to quench the reaction, followed by ext... The reactants are NC=C(C(=O)N)C#N (3-amino-2-cyanoacrylamide), P(=O)(Cl)(Cl)Cl (phosphorus oxychloride), C1(=CC=CC=C1)C (toluene). Solvent: C(C)#N (acetonitrile), C(CCC)#N (butyronitrile), C=1(C(=CC=CC1)C)C (xylene). The product is NC1=C(C=NC2=CC=CC=C12)C#N (4-amino-3-quinolinecarbonitrile). Reaction SMILES: [NH2:1][CH:2]=[C:3]([C:7]#[N:8])[C:4]([NH2:6])=O.P(Cl)(Cl)(Cl)=O.[C:14]1(C)[CH:19]=[CH:18][CH:17]=[CH:16][CH:15]=1>C(#N)C.C(#N)CCC.C1(C)C(C)=CC=CC=1>[NH2:6][C:4]1[C:19]2[C:14](=[CH:15][CH:16]=[CH:17][CH:18]=2)[N:1]=[CH:2][C:3]=1[C:7]#[N:8]. Procedure: The present invention relates to a process for the preparation of a 4-amino-3-quinolinecarbonitrile comprising combining an amine compound with cyanoacetic acid and an acid catalyst to yield a cyanoacetamide; condensing the cyanoacetamide with an optionally up to tetra-substituted aniline in an alcoholic solvent and a trialkylorthoformate to yield a 3-amino-2-cyanoacrylamide, and then combining the 3-amino-2-cyanoacrylamide with phosphorus oxychloride in acetonitrile, butyronitrile, toluene or x... Starting materials: ClC1=C(C(=O)OCC)C=CC=N1 (ethyl 2-chloronicotinate), C[O-].[Na+] (sodium methoxide), CC1=C(C=CC=C1)OC (2-methylanisole), C(C)(=O)Cl (acetyl chloride), [Cl-].[Al+3].[Cl-].[Cl-] (aluminum chloride), Cl (HCl). The solvent is ClCCl (dichloromethane). The product is COC1=C(C(=O)OC)C=CC=N1 (Methyl 2-methoxynicotinate), intermediate. The yield is 93.8%. RXN SMILES: Cl[C:2]1[N:12]=[CH:11][CH:10]=[CH:9][C:3]=1[C:4]([O:6][CH2:7]C)=[O:5].C[O-].[Na+].CC1C=CC=C[C:18]=1[O:23]C.C(Cl)(=O)C.[Cl-].[Al+3].[Cl-].[Cl-].Cl>ClCCl>[CH3:18][O:23][C:2]1[N:12]=[CH:11][CH:10]=[CH:9][C:3]=1[C:4]([O:6][CH3:7])=[O:5] |f:1.2,5.6.7.8|. Procedure: Methyl 2-methoxynicotinate was synthesized from ethyl 2-chloronicotinate with sodium methoxide as described in Example 34. A 100 mL dry flask was charged with 2-methylanisole (7.92 g, 65 mmol), acetyl chloride (5.1 mL, 71 mmol), aluminum chloride (9.45 g, 71 mmol) and 40 mL of anhydrous dichloromethane. The reaction mixture was kept at reflux for 2 h, then poured into 15 mL of HCl (3 N) and extracted with 100 mL ether. The organic layer was further washed with sodium bicarbonate to pH 6-7, then ...